This data is from the Open Reaction Database (ORD), a public repository of structured organic reaction records. The task is: describe an organic reaction: reactants, conditions, products, and yield Reactants: ClC1=CC=C(C=C1)N1C(OCC1COC1=CC=C(C(=O)OC)C=C1)=O (methyl 4-[3-(4-chlorophenyl)-2-oxooxazolidin-4-yl]methoxybenzoate), C1(=CC=CC=C1)N1C(OCC1COC1=CC=C(C(=O)OC)C=C1)=O (methyl 4-(3-phenyl-2-oxooxazolidin-4-yl)methoxybenzoate), C1(=CC=CC=C1)N1C(OCC1COC1=CC=C(C(=O)OC)C=C1)=O (methyl 4-(3-phenyl-2-oxooxazolidin-4-yl)methoxybenzoate). The product is C1(=CC=CC=C1)N1C(OCC1COC1=CC=C(C(=O)O)C=C1)=O (4-(3-phenyl-2-oxooxazolidin-4-yl)methoxybenzoic acid), compound 180. The yield is 61.0%. As a reaction SMILES: [C:1]1([N:7]2[CH:11]([CH2:12][O:13][C:14]3[CH:23]=[CH:22][C:17]([C:18]([O:20]C)=[O:19])=[CH:16][CH:15]=3)[CH2:10][O:9][C:8]2=[O:24])[CH:6]=[CH:5][CH:4]=[CH:3][CH:2]=1.ClC1C=CC(N2C(COC3C=CC(C(OC)=O)=CC=3)COC2=O)=CC=1>>[C:1]1([N:7]2[CH:11]([CH2:12][O:13][C:14]3[CH:15]=[CH:16][C:17]([C:18]([OH:20])=[O:19])=[CH:22][CH:23]=3)[CH2:10][O:9][C:8]2=[O:24])[CH:2]=[CH:3][CH:4]=[CH:5][CH:6]=1. Procedure: The same procedure of Example 25 was repeated except that methyl 4-(3-phenyl-2-oxooxazolidin-4-yl)methoxybenzoate (compound 177) obtained in Example 23 was used in lieu of methyl 4-[3-(4-chlorophenyl)-2-oxooxazolidin-4-yl]methoxybenzoate to give the title compound (compound 180) in a yield of 61%.